This data is from the Open Reaction Database (ORD), a public repository of structured organic reaction records. The task is: describe an organic reaction: reactants, conditions, products, and yield Reactants: C(C)(C)(C)OO (t-butylhydroperoxide), [Se](=O)=O (selenium dioxide), C(C)(C)(C)OO (t-butylhydroperoxide), [Se](=O)=O (selenium dioxide), FC1=C2CC/C(/C2=CC(=C1)F)=C\C(=O)N ((E)-2-(4,6-difluoro-1-indanylidene)acetamide), C(C)(C)(C)OO (t-butylhydroperoxide), solution, [Se](=O)=O (selenium dioxide). Solvent: ClCCl (dichloromethane), ClCCl (dichloromethane), CC(C)(CC(C)C)C (2,2,4-trimethylpentane). Conditions: time 18 hour. The product is FC1=C2CC(\C(\C2=CC(=C1)F)=C/C(=O)N)O ((Z)-2-(4,6-difluoro-2-hydroxy-1-indanylidene)acetamide). Reaction SMILES: [F:1][C:2]1[CH:10]=[C:9]([F:11])[CH:8]=[C:7]2[C:3]=1[CH2:4][CH2:5]/[C:6]/2=[CH:12]\[C:13]([NH2:15])=[O:14].C([O:20]O)(C)(C)C.[Se](=O)=O>ClCCl.CC(C)(CC(C)C)C>[F:1][C:2]1[CH:10]=[C:9]([F:11])[CH:8]=[C:7]2[C:3]=1[CH2:4][CH:5]([OH:20])/[C:6]/2=[CH:12]\[C:13]([NH2:15])=[O:14]. Procedure details: A suspension of (E)-2-(4,6-difluoro-1-indanylidene)acetamide (10.0 g, 0.05 mol, prepared as in Example 5g in dichloromethane (250 mL) was added portionwise over a 10 min. period to a mixture of 70% aqueous t-butylhydroperoxide (19.8 mL, 0.15 mol, Aldrich) and selenium dioxide (3.7 g, 0.03 mol, Aldrich) in dichloromethane (500 mL) at ambient temperature. After 18 h, additional t-butylhydroperoxide (10 mL of a 5.0M solution in 2,2,4-trimethylpentane, 0.05 mol, Aldrich) and selenium dioxide (1.8 g,... The reactants are CO[C@@H]1COCC[C@@H]1N[C@H]1C[C@]2([C@H](CNC2)C1)C(=O)N1CC=2C=C(C=NC2CC1)C(F)(F)F (((3aR,5R,6aR)-5-(((3S*,4S*)-3-Methoxytetrahydro-2H-pyran-4-yl)amino)octahydro-cyclopenta[c]pyrrol-3a-yl)(3-(trifluoromethyl)-7,8-dihydro-1,6-naphthyridin-6(5H)-yl)methanone), [N-](C#N)C#N.[Na+] (sodium dicyanamide). Run in O (water), CC(C)O (i-PrOH), C(Cl)Cl (DCM). Reaction conditions: temperature 120 celsius. Product: C(#N)\N=C(/N)\N1C[C@H]2[C@@](C1)(C[C@@H](C2)N[C@@H]2[C@@H](COCC2)OC)C(=O)N2CC=1C=C(C=NC1CC2)C(F)(F)F ((3aR,5R,6aR,E)-N′-Cyano-5-(((3S*,4S*)-3-methoxytetrahydro-2H-pyran-4-yl)amino)-3a-(3-(trifluoromethyl)-5,6,7,8-tetrahydro-1,6-naphthyridine-6-carbonyl)hexahydrocyclopenta-[c]pyrrole-2(1H)-carboximidamide). Reaction SMILES: [CH3:1][O:2][C@H:3]1[C@@H:8]([NH:9][C@@H:10]2[CH2:17][C@H:13]3[CH2:14][NH:15][CH2:16][C@@:12]3([C:18]([N:20]3[CH2:29][CH2:28][C:27]4[N:26]=[CH:25][C:24]([C:30]([F:33])([F:32])[F:31])=[CH:23][C:22]=4[CH2:21]3)=[O:19])[CH2:11]2)[CH2:7][CH2:6][O:5][CH2:4]1.[N-:34]([C:37]#[N:38])[C:35]#[N:36].[Na+]>O.CC(O)C.C(Cl)Cl>[C:35](/[N:34]=[C:37](/[N:15]1[CH2:16][C@@:12]2([C:18]([N:20]3[CH2:29][CH2:28][C:27]4[N:26]=[CH:25][C:24]([C:30]([F:33])([F:31])[F:32])=[CH:23][C:22]=4[CH2:21]3)=[O:19])[CH2:11][C@H:10]([NH:9][C@H:8]3[CH2:7][CH2:6][O:5][CH2:4][C@H:3]3[O:2][CH3:1])[CH2:17][C@H:13]2[CH2:14]1)\[NH2:38])#[N:36] |f:1.2|. Procedure: A mixture of Example 1 (HCl salt, 50 mg, 0.0865 mmol), sodium dicyanamide (10.32 mg, 0.116 mmol) in 5% water in i-PrOH (1.2 mL) in a sealed tube was flushed with Ar and heated at 120° C. for 5 h. After cooling to rt, the mixture was diluted with DCM, filtered and evaporated. The residue was purified by CombiFlash (eluent: 10% 7N NH3 in methanol in DCM) to give the product as a colorless gel. 1H-NMR (400 MHz, CDCl3): δ 1.54-1.92 (m, 5H), 2.37 (br. s., 1H), 2.71 (br. s., 1H), 3.07-4.23 (m, 19H), 4... Reactants: O=Cc1ccc(Br)nc1, CCOC(C)=O, [H-], [Na+], CN(C)C=O, O, Sc1ccccn1. Product: O=Cc1ccc(Sc2ccccn2)nc1. Reaction SMILES: [Br:10][c:11]1[cH:12][cH:13][c:14]([CH:17]=[O:18])[cH:15][n:16]1.[CH3:25][CH2:26][O:27][C:28]([CH3:29])=[O:30].[H-:9].[Na+:8].[O:20]=[CH:21][N:22]([CH3:23])[CH3:24].[OH2:19].[SH:1][c:2]1[n:3][cH:4][cH:5][cH:6][cH:7]1>>[S:1]([c:2]1[n:3][cH:4][cH:5][cH:6][cH:7]1)[c:11]1[cH:12][cH:13][c:14]([CH:17]=[O:18])[cH:15][n:16]1. Reactants: CC(C)C(=O)Cl, COC(=O)c1c(O)c2nccnc2[nH]c1=O, ClCCCl. The product is COC(=O)c1c(OC(=O)C(C)C)c2nccnc2[nH]c1=O. RXN SMILES: [C:17]([CH:18]([CH3:19])[CH3:20])(=[O:21])[Cl:22].[CH3:1][O:2][C:3](=[O:4])[c:5]1[c:6]([OH:16])[c:7]2[c:8]([n:9][cH:10][cH:11][n:12]2)[nH:13][c:14]1=[O:15].[Cl:23][CH2:24][CH2:25][Cl:26]>>[CH3:1][O:2][C:3](=[O:4])[c:5]1[c:6]([O:16][C:17]([CH:18]([CH3:19])[CH3:20])=[O:21])[c:7]2[c:8]([n:9][cH:10][cH:11][n:12]2)[nH:13][c:14]1=[O:15]. Starting materials: CN(C)c1cccc2c(S(=O)(=O)Cl)cccc12, CC(C)[N-]C(C)C, [Li+], CN(C)c1nc(Br)cnc1N, C1CCOC1. Product: CN(C)c1nc(Br)cnc1NS(=O)(=O)c1cccc2c(N(C)C)cccc12. As a reaction SMILES: [CH3:20][N:21]([c:22]1[c:23]2[cH:24][cH:25][cH:26][c:27]([S:32](=[O:33])(=[O:34])[Cl:35])[c:28]2[cH:29][cH:30][cH:31]1)[CH3:36].[CH:1]([N-:2][CH:3]([CH3:4])[CH3:5])([CH3:6])[CH3:7].[Li+:8].[NH2:9][c:10]1[n:11][cH:12][c:13]([Br:19])[n:14][c:15]1[N:16]([CH3:17])[CH3:18].[O:37]1[CH2:38][CH2:39][CH2:40][CH2:41]1>>[NH:9]([c:10]1[n:11][cH:12][c:13]([Br:19])[n:14][c:15]1[N:16]([CH3:17])[CH3:18])[S:32]([c:27]1[cH:26][cH:25][cH:24][c:23]2[c:22]([N:21]([CH3:20])[CH3:36])[cH:31][cH:30][cH:29][c:28]21)(=[O:33])=[O:34].